This data is from the Open Reaction Database (ORD), a public repository of structured organic reaction records. The task is: describe an organic reaction: reactants, conditions, products, and yield Starting materials: FC=1C=C(C=CC1C(F)(F)F)[C@H]1OC1 ((R)-2-(3-fluoro-4-(trifluoromethyl)phenyl)oxirane), C[O-].[Na+] (NaOMe), CO (MeOH), CO (MeOH), O (water). Conditions: time 3 day. Product: FC=1C=C(C=CC1C(F)(F)F)[C@H](COC)O ((R)-1-(3-fluoro-4-(trifluoromethyl)phenyl)-2-methoxyethanol). The yield is 90.9%. As a reaction SMILES: [F:1][C:2]1[CH:3]=[C:4]([C@@H:12]2[CH2:14][O:13]2)[CH:5]=[CH:6][C:7]=1[C:8]([F:11])([F:10])[F:9].C[O-].[Na+].[OH2:18].[CH3:19]O>>[F:1][C:2]1[CH:3]=[C:4]([C@@H:12]([OH:18])[CH2:14][O:13][CH3:19])[CH:5]=[CH:6][C:7]=1[C:8]([F:9])([F:10])[F:11] |f:1.2|. Procedure: To a solution of 312 (0.600 g, 2.91 mmol) and MeOH (1 mL) was added NaOMe (11.6 mL, 5.82 mmol) in MeOH and the reaction was stirred at RT for 3 d, then poured into water and extracted with DCM. The combined organic extractions were dried (MgSO4), filtered, and concentrated in vacuo. The crude product was purified by SiO2 chromatography eluting with DCM/MeOH (500:10) to afford 0.630 g (90.9%) of (R)-1-(3-fluoro-4-(trifluoromethyl)phenyl)-2-methoxyethanol (314) which was contaminated with a small ... The reactants are N1=CC=C(C=C1)C1=CC=C(C(=O)[O-])C=C1 (4-(4-pyridyl)benzoate), C(C)(C)(C)OC(=O)N1CC(NCC1)(C)C (1-(tert-butoxycarbonyl)-3,3-dimethylpiperazine), [Cl-].[Na+] (sodium chloride). The solvent is CN(C=O)C (N,N-dimethylformamide), C(C)N(CC)CC (triethylamine), C(Cl)Cl (methylene chloride). Conditions: temperature 60 celsius, time 5 day. The product is C(C)(C)(C)OC(=O)N1CC(N(CC1)C(C1=CC=C(C=C1)C1=CC=NC=C1)=O)(C)C (4-(tert-Butoxycarbonyl)-2,2-dimethyl-1-[4-(pyridin-4-yl)benzoyl]piperazine). As a reaction SMILES: [C:1]([O:5][C:6]([N:8]1[CH2:13][CH2:12][NH:11][C:10]([CH3:15])([CH3:14])[CH2:9]1)=[O:7])([CH3:4])([CH3:3])[CH3:2].[N:16]1[CH:21]=[CH:20][C:19]([C:22]2[CH:30]=[CH:29][C:25]([C:26]([O-])=[O:27])=[CH:24][CH:23]=2)=[CH:18][CH:17]=1.[Cl-].[Na+]>CN(C)C=O.C(N(CC)CC)C.C(Cl)Cl>[C:1]([O:5][C:6]([N:8]1[CH2:13][CH2:12][N:11]([C:26](=[O:27])[C:25]2[CH:24]=[CH:23][C:22]([C:19]3[CH:18]=[CH:17][N:16]=[CH:21][CH:20]=3)=[CH:30][CH:29]=2)[C:10]([CH3:15])([CH3:14])[CH2:9]1)=[O:7])([CH3:4])([CH3:2])[CH3:3] |f:2.3|. Procedure: To a solution of 1-(tert-butoxycarbonyl)-3,3-dimethylpiperazine (173 mg) in a mixture of N,N-dimethylformamide (2.5 ml) and triethylamine (1.0 ml) was added (4-nirophenyl) 4-(4-pyridyl)benzoate (330 mg). The resulting mixture was stirred at 60° C. for 5 days. The reaction mixture was diluted with methylene chloride and then added with a saturated aqueous solution of sodium chloride to form two layers. The organic layer obtained by separation was washed with a saturated aqueous solution of sodium... Reactants: OCC=1SC=C2NC(N(C(C21)=O)C2=C(C=CC(=C2)S(=O)(=O)N2CCCC1=CC=CC=C21)Cl)=O (5-hydroxymethyl-3-[2-chloro-5-(3,4-dihydroquinolin-1(2H)-ylsulfonyl)phenyl]thieno[3,4-d]-pyrimidine-2,4(1H,3H)-dione). The reagents and catalysts are [O-2].[O-2].[Mn+4] (manganese (IV) dioxide). Run in CN(C=O)C (N,N-dimethylformamide), C(C)(=O)OCC (ethyl acetate). Conditions: time 8 hour. Product: C(=O)C=1SC=C2NC(N(C(C21)=O)C2=C(C=CC(=C2)S(=O)(=O)N2CCCC1=CC=CC=C21)Cl)=O (5-Formyl-3-[2-chloro-5-(3,4-dihydroquinolin-1(2H)-yl -sulfonyl)phenyl]thieno[3,4-d]pyrimidine-2,4(1H,3H)-dione). Isolated yield 41.7%. RXN SMILES: [OH:1][CH2:2][C:3]1[S:4][CH:5]=[C:6]2[C:11]=1[C:10](=[O:12])[N:9]([C:13]1[CH:18]=[C:17]([S:19]([N:22]3[C:31]4[C:26](=[CH:27][CH:28]=[CH:29][CH:30]=4)[CH2:25][CH2:24][CH2:23]3)(=[O:21])=[O:20])[CH:16]=[CH:15][C:14]=1[Cl:32])[C:8](=[O:33])[NH:7]2>CN(C)C=O.C(OCC)(=O)C.[O-2].[O-2].[Mn+4]>[CH:2]([C:3]1[S:4][CH:5]=[C:6]2[C:11]=1[C:10](=[O:12])[N:9]([C:13]1[CH:18]=[C:17]([S:19]([N:22]3[C:31]4[C:26](=[CH:27][CH:28]=[CH:29][CH:30]=4)[CH2:25][CH2:24][CH2:23]3)(=[O:20])=[O:21])[CH:16]=[CH:15][C:14]=1[Cl:32])[C:8](=[O:33])[NH:7]2)=[O:1] |f:3.4.5|. Procedure details: To a solution of 5-hydroxymethyl-3-[2-chloro-5-(3,4-dihydroquinolin-1(2H)-ylsulfonyl)phenyl]thieno[3,4-d]-pyrimidine-2,4(1H,3H)-dione (77 mg) in N,N-dimethylformamide (2.1 mL) was added manganese (IV) dioxide (0.77 g), and the mixture was stirred at room temperature overnight. The reaction mixture was diluted with ethyl acetate, and the insoluble material was removed by filtration. The filtrate was washed with water and brine successively, and dried over anhydrous magnesium sulfate. The solvent ... Reactants: C(C1=CC=CC=C1)OC=1C(=C(C(=O)OCC2=CC=CC=C2)C=CC1S(=O)(=O)C)Cl (benzyl 3-benzyloxy-2-chloro-4-methanesulfonylbenzoate), aqueous solution, Cl.[Na] (sodium hydrochloride). Solvent: C(C)O (ethanol). Reaction conditions: time 30 minute. The product is C(C1=CC=CC=C1)OC=1C(=C(C(=O)O)C=CC1S(=O)(=O)C)Cl (3-benzyloxy-2-chloro-4-methanesulfonylbenzoic acid). Isolated yield 50.6%. As a reaction SMILES: [CH2:1]([O:8][C:9]1[C:10]([Cl:29])=[C:11]([CH:22]=[CH:23][C:24]=1[S:25]([CH3:28])(=[O:27])=[O:26])[C:12]([O:14]CC1C=CC=CC=1)=[O:13])[C:2]1[CH:7]=[CH:6][CH:5]=[CH:4][CH:3]=1.Cl.[Na]>C(O)C>[CH2:1]([O:8][C:9]1[C:10]([Cl:29])=[C:11]([CH:22]=[CH:23][C:24]=1[S:25]([CH3:28])(=[O:27])=[O:26])[C:12]([OH:14])=[O:13])[C:2]1[CH:3]=[CH:4][CH:5]=[CH:6][CH:7]=1 |f:1.2,^1:30|. Procedure: 2.5 g of benzyl 3-benzyloxy-2-chloro-4-methanesulfonylbenzoate was put into 50 ml of ethanol, and 25 ml of an aqueous solution containing 1 g of sodium hydrochloride was added thereto. The mixture was stirred at room temperature for 30 minutes. Then, ethanol was distilled off, and water was added to the residue. The mixture was washed with chloroform. The aqueous layer was acidified with concentrated hydrochloric acid and then extracted with chloroform. The extract was dried over anhydrous sodiu... Starting materials: NC=CC1=CC=CC=C1 (aminostyrene), N(=O)[O-].[Na+] (sodium nitrite), C=CC1=CC=CC=C1 (styrene), diazonium salt, C(C1=CC=CC=C1)(=O)O (benzoic acid), C1=CC(=CC=C1C(=O)O)N (PABA), diazonium salt. The solvent is O (water), C(C)O (Ethanol). Product: diazonium salt, NC1=CC=C(C=C)C=C1 (4-aminostyrene). Reaction SMILES: N[CH:2]=[CH:3][C:4]1[CH:9]=[CH:8][CH:7]=[CH:6][CH:5]=1.[N:10]([O-])=O.[Na+].C1C(C(O)=O)=CC=C(N)C=1.C(O)(=O)C1C=CC=CC=1.C=CC1C=CC=CC=1>C(O)C.O>[NH2:10][C:7]1[CH:8]=[CH:9][C:4]([CH:3]=[CH2:2])=[CH:5][CH:6]=1 |f:1.2|. Reported procedure: The diazonium salt of 4-aminostyrene is prepared as above from 3.6 g aminostyrene, 2.1 g sodium nitrite, and 150 g water. Ethanol, 10 g, is added to completely dissolve the diazonium salt. A solution of PABA-treated MMC is added to the diazonium salt solution, and it is allowed to react for 18 hours under mixing. The solution is filtered to provide MMC solution at about 11 wt %. This MMC contains both benzoic acid and styrene functionalities covalently attached to the MMC particle.